From a dataset of the Open Reaction Database (ORD), a public repository of structured organic reaction records. describe an organic reaction: reactants, conditions, products, and yield Reactants: C(C)O (ethanol), FC=1C=C(C=CC1F)NC=1OCC(C1C(=O)OCC)=O (ethyl 2-[(3,4-difluorophenyl)amino]-4-oxo-4,5-dihydrofuran-3-carboxylate), [OH-].[Na+] (sodium hydroxide), N1C=C(C2=CC=CN=C12)C=O (7-azaindole-3-carboxaldehyde), C(C)O (ethanol). Run in Cl (hydrochloric acid), CC(C)O (2-propanol). The product is N1C=C(C=2C1=NC=CC2)C=C2C(C(=C(O2)NC2=CC(=C(C=C2)F)F)C(=O)OCC)=O (Ethyl 5-[(1H-pyrrolo[2,3-b]pyridin-3-yl)methylene]-2-[(3,4-difluorophenyl)amino]-4-oxo-4,5-dihydrofuran-3-carboxylate). Isolated yield 44.3%. As a reaction SMILES: [F:1][C:2]1[CH:3]=[C:4]([NH:9][C:10]2[O:11][CH2:12][C:13](=[O:20])[C:14]=2[C:15]([O:17][CH2:18][CH3:19])=[O:16])[CH:5]=[CH:6][C:7]=1[F:8].[NH:21]1[C:29]2[C:24](=[CH:25][CH:26]=[CH:27][N:28]=2)[C:23]([CH:30]=O)=[CH:22]1.C(O)C.[OH-].[Na+]>CC(O)C.Cl>[NH:21]1[C:29]2=[N:28][CH:27]=[CH:26][CH:25]=[C:24]2[C:23]([CH:30]=[C:12]2[O:11][C:10]([NH:9][C:4]3[CH:5]=[CH:6][C:7]([F:8])=[C:2]([F:1])[CH:3]=3)=[C:14]([C:15]([O:17][CH2:18][CH3:19])=[O:16])[C:13]2=[O:20])=[CH:22]1 |f:3.4|. Reported procedure: To a solution of ethyl 2-[(3,4-difluorophenyl)amino]-4-oxo-4,5-dihydrofuran-3-carboxylate (0.084 g, 0.30 mmol) which similarly prepared according to the procedure described in the Example 4, First step and 7-azaindole-3-carboxaldehyde (0.041 g, 0.28 mmol) in 2-propanol (2.0 mL), 2M hydrochloric acid in ethanol (0.14 mL, 0.28 mmol) was added at ambient temperature. The mixture was refluxed for 18 h. Cooled with ice bath, aqueous 2M sodium hydroxide solution (0.13 mL, 0.26 mmol) was added dropwise... Reactants: C(C)(C)(C)OC(=O)C=1C(=NC2=CC=C(C=C2C1C1=CC(=CC=C1)C(C)C)Cl)OS(=O)(=O)C(F)(F)F (6-chloro-4-(3-isopropyl-phenyl)-2-trifluoromethanesulfonyloxy-quinoline-3-carboxylic acid tert-butyl ester), CNC (dimethylamine), solid. Yields the product C(C)(C)(C)OC(=O)C=1C(=NC2=CC=C(C=C2C1C1=CC(=CC=C1)C(C)C)Cl)N(C)C (6-Chloro-2-dimethylamino-4-(3-isopropyl-phenyl)-quinoline-3-carboxylic acid tert-butyl ester). RXN SMILES: [C:1]([O:5][C:6]([C:8]1[C:9](OS(C(F)(F)F)(=O)=O)=[N:10][C:11]2[C:16]([C:17]=1[C:18]1[CH:23]=[CH:22][CH:21]=[C:20]([CH:24]([CH3:26])[CH3:25])[CH:19]=1)=[CH:15][C:14]([Cl:27])=[CH:13][CH:12]=2)=[O:7])([CH3:4])([CH3:3])[CH3:2].[CH3:36][NH:37][CH3:38]>>[C:1]([O:5][C:6]([C:8]1[C:9]([N:37]([CH3:38])[CH3:36])=[N:10][C:11]2[C:16]([C:17]=1[C:18]1[CH:23]=[CH:22][CH:21]=[C:20]([CH:24]([CH3:26])[CH3:25])[CH:19]=1)=[CH:15][C:14]([Cl:27])=[CH:13][CH:12]=2)=[O:7])([CH3:2])([CH3:4])[CH3:3]. Reported procedure: The title compound was prepared in analogy to example 79 step A from 6-chloro-4-(3-isopropyl-phenyl)-2-trifluoromethanesulfonyloxy-quinoline-3-carboxylic acid tert-butyl ester (prepared as described in example 78 step C, 250 mg, 0.47 mmol) and dimethylamine (2M solution in THF, 2 ml, 2.36 mmol). Pale yellow solid (130 mg, 65%). LC-MS (ESI): 425 (M+H)+. The reactants are ClC1=CC=C(C=C1)CC#N (4-chlorophenylacetonitrile), C[Si](C)(C)[N-][Si](C)(C)C.[Na+] (sodium bis(trimethylsilyl)amide), BrCC(=O)OCC (ethyl bromoacetate). Run in O1CCCC1 (tetrahydrofuran), C(C)OCC (diethyl ether), O1CCCC1 (tetrahydrofuran). Reaction conditions: temperature 5 celsius, time 1 hour. Yields the product C(C)OC(CC(CC(=O)OCC)(C1=CC=C(C=C1)Cl)C#N)=O (3-cyano-3-(4-chlorophenyl)pentanedioic Acid Diethyl Ester). As a reaction SMILES: [Cl:1][C:2]1[CH:7]=[CH:6][C:5]([CH2:8][C:9]#[N:10])=[CH:4][CH:3]=1.C[Si]([N-][Si](C)(C)C)(C)C.[Na+].Br[CH2:22][C:23]([O:25][CH2:26][CH3:27])=[O:24]>O1CCCC1.C(OCC)C>[CH2:26]([O:25][C:23](=[O:24])[CH2:22][C:8]([C:9]#[N:10])([C:5]1[CH:6]=[CH:7][C:2]([Cl:1])=[CH:3][CH:4]=1)[CH2:22][C:23]([O:25][CH2:26][CH3:27])=[O:24])[CH3:27] |f:1.2|. Procedure details: Combine 4-chlorophenylacetonitrile (50.0 mmol) and tetrahydrofuran (140 mL). Cool to about 5° C. Add dropwise a solution of sodium bis(trimethylsilyl)amide (800 mL, 1 M in tetrahydrofuran, 800 mmol). When the addition is complete, warm the reaction mixture to ambient temperature and allow to stir for 1 hour. Transfer the above solution via cannula into a cooled (−8° C.) solution of ethyl bromoacetate.(84.5 mL, 762 mmol) in tetrahydrofuran (500 mL) at such a rate that the temperature of the react... The reactants are O.N[C@@H](CCCN)C(=O)O (L-ornithine monohydrate), S(=O)(Cl)Cl (thionyl chloride), CO (methanol). Yields the product Cl.Cl.COC([C@@H](N)CCCN)=O (L-ornithine methyl ester dihydrochloride). Reaction SMILES: O.[NH2:2][C@H:3]([C:8]([OH:10])=[O:9])[CH2:4][CH2:5][CH2:6][NH2:7].S(Cl)([Cl:13])=O.[CH3:15]O>>[ClH:13].[ClH:13].[CH3:15][O:9][C:8](=[O:10])[C@H:3]([CH2:4][CH2:5][CH2:6][NH2:7])[NH2:2] |f:0.1,4.5.6|. Reported procedure: To a solution of L-ornithine monohydrate (25 g) in methanol (200 ml) was added dropwise thionyl chloride (32.6 ml) under cooling and stirring and the reaction mixture was refluxed. After 6 hours the solvent was removed in vacuum and the residue was then treated with isopropyl ether (300 ml) and the precipitated solid filtered off to give L-ornithine methyl ester dihydrochloride (33.09 g) as a colorless powder (hygroscopic).